Dataset: the Open Reaction Database (ORD), a public repository of structured organic reaction records. Task: describe an organic reaction: reactants, conditions, products, and yield The reactants are C(=O)[O-] (formate), C(C)(=O)O[C@H]1[C@@H](O[C@@H]([C@H]([C@@H]1OC(C)=O)OC(C)=O)SC)C1=CC(=C(C=C1)C)CC1=CC=C(C=C1)OCCN ((2S,3S,4R,5S,6R)-2-(3-(4-(2-aminoethoxy)benzyl)-4-methylphenyl)-6-(methylthio)tetrahydro-2H-pyran-3,4,5-triyl triacetate), [N+](=O)(O)[O-].CC1=NN(C(=C1)C)C(N)=N (3,5-dimethyl-1H-pyrazole-1-carboximidamide nitrate), CCN(C(C)C)C(C)C (DIPEA). The solvent is CC#N (CH3CN). Reaction conditions: temperature 60 celsius. Product: CC1=C(CC2=CC=C(OCCNC(=N)N)C=C2)C=C(C=C1)[C@@H]1O[C@@H]([C@H]([C@@H]([C@H]1O)O)O)SC (1-(2-(4-(2-methyl-5-((2S,3R,4R,5S,6R)-3,4,5-trihydroxy-6-(methylthio)tetrahydro-2H-pyran-2-yl)benzyl)phenoxy)ethyl)guanidine). Yield: 34.2%. As a reaction SMILES: C([O:4][C@@H:5]1[C@@H:10]([O:11]C(=O)C)[C@H:9]([O:15]C(=O)C)[C@@H:8]([S:19][CH3:20])[O:7][C@H:6]1[C:21]1[CH:26]=[CH:25][C:24]([CH3:27])=[C:23]([CH2:28][C:29]2[CH:34]=[CH:33][C:32]([O:35][CH2:36][CH2:37][NH2:38])=[CH:31][CH:30]=2)[CH:22]=1)(=O)C.[N+]([O-])(O)=O.CC1C=C(C)[N:46]([C:50](=N)[NH2:51])N=1.CCN(C(C)C)C(C)C.C([O-])=O>CC#N>[CH3:27][C:24]1[CH:25]=[CH:26][C:21]([C@H:6]2[C@H:5]([OH:4])[C@@H:10]([OH:11])[C@H:9]([OH:15])[C@@H:8]([S:19][CH3:20])[O:7]2)=[CH:22][C:23]=1[CH2:28][C:29]1[CH:30]=[CH:31][C:32]([O:35][CH2:36][CH2:37][NH:38][C:50]([NH2:51])=[NH:46])=[CH:33][CH:34]=1 |f:1.2|. Reported procedure: To a solution of (2S,3S,4R,5S,6R)-2-(3-(4-(2-aminoethoxy)benzyl)-4-methylphenyl)-6-(methylthio)tetrahydro-2H-pyran-3,4,5-triyl triacetate (44, 31 mg, 0.057 mmol) and 3,5-dimethyl-1H-pyrazole-1-carboximidamide nitrate (23 mg, 0.11 mmol) in CH3CN was added DIPEA (30 μL, 0.17 mmol). The reaction was heated at 60° C. for 4 hours, then cooled to room temperature and concentrated under vacuum. The residue was dissolved in MeOH and treated with a few drops of NaOMe (25 wt % in MeOH) for 1 hour. The rea... The reactants are CCCN(c1cc(C(=O)NC(C)c2ccc(F)cc2)cc(-n2cc(C(C)=NS(=O)C(C)(C)C)nn2)c1)S(C)(=O)=O, [Li]Cc1ccccc1, Cc1ccccc1. Yields the product CCCN(c1cc(C(=O)NC(C)c2ccc(F)cc2)cc(-n2cc(C(C)(Cc3ccccc3)NS(=O)C(C)(C)C)nn2)c1)S(C)(=O)=O. RXN SMILES: [C:1]([CH3:2])([CH3:3])([CH3:4])[S:5](=[O:6])[N:7]=[C:8]([CH3:9])[c:10]1[n:11][n:12][n:13](-[c:15]2[cH:16][c:17]([C:18](=[O:19])[NH:20][CH:21]([CH3:22])[c:23]3[cH:24][cH:25][c:26]([F:29])[cH:27][cH:28]3)[cH:30][c:31]([N:33]([CH2:34][CH2:35][CH3:36])[S:37](=[O:38])(=[O:39])[CH3:40])[cH:32]2)[cH:14]1.[CH2:41]([c:42]1[cH:43][cH:44][cH:45][cH:46][cH:47]1)[Li:48].[CH3:49][c:50]1[cH:51][cH:52][cH:53][cH:54][cH:55]1>>[C:1]([CH3:2])([CH3:3])([CH3:4])[S:5](=[O:6])[NH:7][C:8]([CH3:9])([c:10]1[n:11][n:12][n:13](-[c:15]2[cH:16][c:17]([C:18](=[O:19])[NH:20][CH:21]([CH3:22])[c:23]3[cH:24][cH:25][c:26]([F:29])[cH:27][cH:28]3)[cH:30][c:31]([N:33]([CH2:34][CH2:35][CH3:36])[S:37](=[O:38])(=[O:39])[CH3:40])[cH:32]2)[cH:14]1)[CH2:41][c:42]1[cH:43][cH:44][cH:45][cH:46][cH:47]1. Starting materials: ClC(=O)OCC(C)C (isobutyl chloroformate), C[Si](ON)(C)C (O-(Trimethylsilyl)hydroxylamine), C1(CCCCC1)CCC[C@H](CC(=O)O)C1=NC(=NO1)C(=O)N(C)CCCN(C)C ((3R)-6-cyclohexyl-3-(3-{[[3-(dimethylamino)propyl](methyl)amino]carbonyl}-1,2,4-oxadiazol-5-yl)hexanoic acid), CN1CCOCC1 (N-methylmorpholine). Solvent: ClCCl (dichloromethane), CO (methanol). Conditions: time 1 hour. The product is C1(CCCCC1)CCC[C@H](CC(=O)NO)C1=NC(=NO1)C(=O)N(C)CCCN(C)C (5-{(1R)-4-Cyclohexyl-1-[2-(hydroxyamino)-2-oxoethyl]butyl}-N-[3-(dimethylamino)propyl]-N-methyl-1,2,4-oxadiazole-3-carboxamide). The yield is 40.2%. Reaction SMILES: [CH:1]1([CH2:7][CH2:8][CH2:9][C@@H:10]([C:15]2[O:19][N:18]=[C:17]([C:20]([N:22]([CH2:24][CH2:25][CH2:26][N:27]([CH3:29])[CH3:28])[CH3:23])=[O:21])[N:16]=2)[CH2:11][C:12](O)=[O:13])[CH2:6][CH2:5][CH2:4][CH2:3][CH2:2]1.CN1CCOCC1.ClC(OCC(C)C)=O.C[Si](C)(C)[O:47][NH2:48]>ClCCl.CO>[CH:1]1([CH2:7][CH2:8][CH2:9][C@@H:10]([C:15]2[O:19][N:18]=[C:17]([C:20]([N:22]([CH2:24][CH2:25][CH2:26][N:27]([CH3:29])[CH3:28])[CH3:23])=[O:21])[N:16]=2)[CH2:11][C:12]([NH:48][OH:47])=[O:13])[CH2:6][CH2:5][CH2:4][CH2:3][CH2:2]1. Procedure details: A solution (3R)-6-cyclohexyl-3-(3-{[[3-(dimethylamino)propyl](methyl)amino]carbonyl}-1,2,4-oxadiazol-5-yl)hexanoic acid (Preparation 84) (566 mg, 0.88 mmol) and N-methylmorpholine (390 μl, 3.52 mmol) in dichloromethane (10 ml) was cooled to 0° C., treated with isobutyl chloroformate (340 μl, 2.64 mmol) and stirred under an argon atmosphere for 1 hour. O-(Trimethylsilyl)hydroxylamine (540 μl, 4.40 mmol) was added and the mixture was stirred for 4.5 hours, being allowed to warm to room temperature... Reactants: FC=1C=C(C(=NC1)N1C(CCCC1)=O)C=COC (1-[5-fluoro-3-(2-methoxyvinyl)pyridin-2-yl]piperidin-2-one), [I-].[Na+] (sodium iodide), C[Si](C)(C)Cl (trimethylsilyl chloride). Solvent: C(C)#N (acetonitrile). Conditions: time 16 hour. Yields the product FC=1C=C(C(=NC1)N1C(CCCC1)=O)CC=O ([5-fluoro-2-(2-oxopiperidin-1-yl)pyridin-3-yl]acetaldehyde). Reaction SMILES: [F:1][C:2]1[CH:3]=[C:4]([CH:15]=[CH:16][O:17]C)[C:5]([N:8]2[CH2:13][CH2:12][CH2:11][CH2:10][C:9]2=[O:14])=[N:6][CH:7]=1.[I-].[Na+].C[Si](Cl)(C)C>C(#N)C>[F:1][C:2]1[CH:3]=[C:4]([CH2:15][CH:16]=[O:17])[C:5]([N:8]2[CH2:13][CH2:12][CH2:11][CH2:10][C:9]2=[O:14])=[N:6][CH:7]=1 |f:1.2|. Reported procedure: To a solution of 1-[5-fluoro-3-(2-methoxyvinyl)pyridin-2-yl]piperidin-2-one a19-2 (620 mg, 2.477 mmol, 1 eq) in acetonitrile (25 ml) is added at 0° C. sodium iodide (557 mg, 3.716 mmol, 1.5 eq) and trimethylsilyl chloride (404 mg, 3.716 mmol, 1.5 eq), and the reaction mixture is stirred at room temperature for 16 hours to form in situ [5-fluoro-2-(2-oxopiperidin-1-yl)pyridin-3-yl]acetaldehyde a19-3. In parallel, 2-(pyrrolidin-3-yl)pyridine enantiomer 2 dihydrochloride a1-67 (654 mg, 2.973 mmol, ... Starting materials: BrC1=CC(=C(C=O)C=C1)F (4-bromo-2-fluorobenzaldehyde), BrC1=C(C=CC=C1)C(OCC)OCC (1-bromo-2-(diethoxymethyl)benzene), solution, C(CCC)[Li] (n-butyl lithium). Solvent: C(C)OCC (diethyl ether), C(C)OCC (diethyl ether), hexanes. Conditions: time 45 minute. The product is BrC1=CC(=C(C=C1)C(O)C1=C(C=CC=C1)C(OCC)OCC)F ((4-bromo-2-fluorophenyl)(2-(diethoxymethyl)phenyl)methanol). RXN SMILES: Br[C:2]1[CH:7]=[CH:6][CH:5]=[CH:4][C:3]=1[CH:8]([O:12][CH2:13][CH3:14])[O:9][CH2:10][CH3:11].C([Li])CCC.[Br:20][C:21]1[CH:28]=[CH:27][C:24]([CH:25]=[O:26])=[C:23]([F:29])[CH:22]=1>C(OCC)C>[Br:20][C:21]1[CH:28]=[CH:27][C:24]([CH:25]([C:2]2[CH:7]=[CH:6][CH:5]=[CH:4][C:3]=2[CH:8]([O:12][CH2:13][CH3:14])[O:9][CH2:10][CH3:11])[OH:26])=[C:23]([F:29])[CH:22]=1. Procedure: To a mechanically stirred solution of 1-bromo-2-(diethoxymethyl)benzene (266 g) in dry diethyl ether (1.5 ) cooled to −70° C. under nitrogen was added a 2.5M solution of n-butyl lithium in hexanes (414 mL) dropwise over 30 min. The reaction mixture was stirred at a temperature less than −60° C. for 45 min then a solution of 4-bromo-2-fluorobenzaldehyde in dry diethyl ether (1.5 ) was added dropwise over 1 h maintaining the low temperature. The cooling bath was removed allowing the reaction to wa... Reactants: FC(CO)(F)F (2,2,2-trifluoroethanol), ClC1=CC=C(C=2N3C(=NC21)N(CCC3)C3=C(C=C(C=C3)OC)Cl)C(O)C3CC3 ([9-chloro-1-(2-chloro-4-methoxyphenyl)-1,2,3,4-tetrahydropyrimido[1,2-a]benzimidazol-6-yl](cyclopropyl)methanol), N(=NC(=O)N1CCCCC1)C(=O)N1CCCCC1 (1,1′-(azodicarbonyl)dipiperidine), C(CCC)P(CCCC)CCCC (tri(n-butyl)phosphine). Run in O1CCCC1 (tetrahydrofuran). Run at time 10 minute. The product is ClC1=CC=C(C=2N3C(=NC21)N(CCC3)C3=C(C=C(C=C3)OC)Cl)C(OCC(F)(F)F)C3CC3 (9-Chloro-1-(2-chloro-4-methoxyphenyl)-6-[cyclopropyl(2,2,2-trifluoroethoxy)methyl]-1,2,3,4-tetrahydropyrimido[1,2-a]benzimidazole). Isolated yield 59.6%. Reaction SMILES: [Cl:1][C:2]1[C:10]2[N:9]=[C:8]3[N:11]([C:15]4[CH:20]=[CH:19][C:18]([O:21][CH3:22])=[CH:17][C:16]=4[Cl:23])[CH2:12][CH2:13][CH2:14][N:7]3[C:6]=2[C:5]([CH:24]([CH:26]2[CH2:28][CH2:27]2)[OH:25])=[CH:4][CH:3]=1.N(C(N1CCCCC1)=O)=NC(N1CCCCC1)=O.C(P(CCCC)CCCC)CCC.[F:60][C:61]([F:65])([F:64])[CH2:62]O>O1CCCC1>[Cl:1][C:2]1[C:10]2[N:9]=[C:8]3[N:11]([C:15]4[CH:20]=[CH:19][C:18]([O:21][CH3:22])=[CH:17][C:16]=4[Cl:23])[CH2:12][CH2:13][CH2:14][N:7]3[C:6]=2[C:5]([CH:24]([CH:26]2[CH2:28][CH2:27]2)[O:25][CH2:62][C:61]([F:65])([F:64])[F:60])=[CH:4][CH:3]=1. Procedure details: To a solution of [9-chloro-1-(2-chloro-4-methoxyphenyl)-1,2,3,4-tetrahydropyrimido[1,2-a]benzimidazol-6-yl](cyclopropyl)methanol (120 mg, 0.26 mmol), 1,1′-(azodicarbonyl)dipiperidine (131 mg, 0.52 mmol) in tetrahydrofuran (5.0 mL) was added tri(n-butyl)phosphine (0.130 mL, 0.52 mmol) at room temperature. After the mixture was stirred at room temperature for 10 min under nitrogen atmosphere, 2,2,2-trifluoroethanol (0.189 mL, 2.58 mmol) was added to the reaction mixture. The mixture was stirred at... Starting materials: [BH4-].[Na+] (NaBH4), FCC=1C=C(C=C(C(=O)OC)C1)C(=O)OC (dimethyl 5-fluoromethylisophthalate), CO (MeOH). Run in C1CCOC1 (THF), C1CCOC1 (THF). Product: FCC=1C=C(C(=O)OC)C=C(C1)CO (methyl 3-fluoromethyl-5-hydroxymethylbenzoate). Yield: 79.6%. RXN SMILES: [F:1][CH2:2][C:3]1[CH:4]=[C:5]([C:13](OC)=[O:14])[CH:6]=[C:7]([CH:12]=1)[C:8]([O:10][CH3:11])=[O:9].[BH4-].[Na+].CO>C1COCC1>[F:1][CH2:2][C:3]1[CH:12]=[C:7]([CH:6]=[C:5]([CH2:13][OH:14])[CH:4]=1)[C:8]([O:10][CH3:11])=[O:9] |f:1.2|. Procedure details: Dimethyl 5-fluoromethylisophthalate (33) (3.16 g, 14.0 mmol) was dissolved in THF (10.5 mL). The air was evacuated from the reaction system, and then Ar was charged therein. To the solution were added NaBH4 (638 mg, 16.9 mmol), and then a mixted solution of THF:MeOH (8.8 mL:2.6 mL) slowly dropwise. The reaction mixture was refluxed for 1 hour. TLC was used to confirm the progress of the reaction. Then, the reaction was quenched with HCl (1 N, 14 mL). The mixture was extracted with EtOAc. The org...